This data is from the Open Reaction Database (ORD), a public repository of structured organic reaction records. The task is: describe an organic reaction: reactants, conditions, products, and yield The reactants are OCCBr, CCOCC, ClCCl, Cl, CCOP(=O)(Cl)OCC, c1ccncc1. The product is CCOP(=O)(OCC)OCCBr. RXN SMILES: [Br:1][CH2:2][CH2:3][OH:4].[CH3:24][CH2:25][O:26][CH2:27][CH3:28].[Cl:21][CH2:22][Cl:23].[ClH:20].[P:11](=[O:12])([O:13][CH2:14][CH3:15])([O:16][CH2:17][CH3:18])[Cl:19].[cH:5]1[cH:6][cH:7][n:8][cH:9][cH:10]1>>[Br:1][CH2:2][CH2:3][O:4][P:11](=[O:12])([O:13][CH2:14][CH3:15])[O:16][CH2:17][CH3:18]. Reactants: CC(C)(C)[Si](Oc1ccc(OCC(O)CNCCc2ccc(NC3CCN(C(=O)c4n[nH]c5ccccc45)CC3)cc2)cc1)(c1ccccc1)c1ccccc1, CO, ClC(Cl)Cl. The product is O=C(c1n[nH]c2ccccc12)N1CCC(Nc2ccc(CCNCC(O)COc3ccc(O)cc3)cc2)CC1. Reaction SMILES: [C:1]([Si:2]([c:3]1[cH:4][cH:5][cH:45][cH:46][cH:47]1)([O:6][c:7]1[cH:8][cH:9][c:10]([O:11][CH2:12][CH:13]([CH2:14][NH:15][CH2:16][CH2:17][c:18]2[cH:19][cH:20][c:21]([NH:22][CH:23]3[CH2:24][CH2:25][N:26]([C:29](=[O:30])[c:31]4[n:32][nH:33][c:34]5[cH:35][cH:36][cH:37][cH:38][c:39]45)[CH2:27][CH2:28]3)[cH:40][cH:41]2)[OH:42])[cH:43][cH:44]1)[c:48]1[cH:49][cH:50][cH:51][cH:52][cH:53]1)([CH3:54])([CH3:55])[CH3:56].[CH3:57][OH:58].[CH:59]([Cl:60])([Cl:61])[Cl:62]>>[OH:6][c:7]1[cH:8][cH:9][c:10]([O:11][CH2:12][CH:13]([CH2:14][NH:15][CH2:16][CH2:17][c:18]2[cH:19][cH:20][c:21]([NH:22][CH:23]3[CH2:24][CH2:25][N:26]([C:29](=[O:30])[c:31]4[n:32][nH:33][c:34]5[cH:35][cH:36][cH:37][cH:38][c:39]45)[CH2:27][CH2:28]3)[cH:40][cH:41]2)[OH:42])[cH:43][cH:44]1. Reactants: C(C)(C)(C)C1=NN(C(=C1)NC(=O)N[C@H]1CC[C@H](C2=CC=CC=C12)OC=1C=CC=2N(C1)C(=NN2)N2[C@H](CCCC2)C)C=2C(=NN(C2)CCOS(=O)(=O)C)CO[Si](C(C)C)(C(C)C)C(C)C (Methanesulfonic acid 2-[3-tert-butyl-5-(3-{(1S,4R)-4-[3-((S)-2-methyl-piperidin-1-yl)-[1,2,4]triazolo[4,3-a]pyridin-6-yloxy]-1,2,3,4-tetrahydro-naphthalen-1-yl}-ureido)-3′-triisopropylsilanyloxymethyl-[1,4′]bipyrazol-1′-yl]-ethyl ester), CNC (dimethylamine). Solvent: C1CCOC1 (THF). The product is C(C)(C)(C)C1=NN(C(=C1)NC(=O)N[C@H]1CC[C@H](C2=CC=CC=C12)OC=1C=CC=2N(C1)C(=NN2)N2[C@H](CCCC2)C)C=2C(=NN(C2)CCN(C)C)CO[Si](C(C)C)(C(C)C)C(C)C (1-[3-tert-Butyl-1′-(2-dimethylamino-ethyl)-3′-triisopropylsilanyloxymethyl-1′H-[1,4′]bipyrazolyl-5-yl]-3-{(1S,4R)-4-[3-((S)-2-methyl-piperidin-1-yl)-[1,2,4]triazolo[4,3-a]pyridin-6-yloxy]-1,2,3,4-tetrahydro-naphthalen-1-yl}-urea). The yield is 82.9%. RXN SMILES: [C:1]([C:5]1[CH:9]=[C:8]([NH:10][C:11]([NH:13][C@@H:14]2[C:23]3[C:18](=[CH:19][CH:20]=[CH:21][CH:22]=3)[C@H:17]([O:24][C:25]3[CH:26]=[CH:27][C:28]4[N:29]([C:31]([N:34]5[CH2:39][CH2:38][CH2:37][CH2:36][C@@H:35]5[CH3:40])=[N:32][N:33]=4)[CH:30]=3)[CH2:16][CH2:15]2)=[O:12])[N:7]([C:41]2[C:42]([CH2:53][O:54][Si:55]([CH:62]([CH3:64])[CH3:63])([CH:59]([CH3:61])[CH3:60])[CH:56]([CH3:58])[CH3:57])=[N:43][N:44]([CH2:46][CH2:47]OS(C)(=O)=O)[CH:45]=2)[N:6]=1)([CH3:4])([CH3:3])[CH3:2].[CH3:65][NH:66][CH3:67]>C1COCC1>[C:1]([C:5]1[CH:9]=[C:8]([NH:10][C:11]([NH:13][C@@H:14]2[C:23]3[C:18](=[CH:19][CH:20]=[CH:21][CH:22]=3)[C@H:17]([O:24][C:25]3[CH:26]=[CH:27][C:28]4[N:29]([C:31]([N:34]5[CH2:39][CH2:38][CH2:37][CH2:36][C@@H:35]5[CH3:40])=[N:32][N:33]=4)[CH:30]=3)[CH2:16][CH2:15]2)=[O:12])[N:7]([C:41]2[C:42]([CH2:53][O:54][Si:55]([CH:56]([CH3:57])[CH3:58])([CH:62]([CH3:63])[CH3:64])[CH:59]([CH3:60])[CH3:61])=[N:43][N:44]([CH2:46][CH2:47][N:66]([CH3:67])[CH3:65])[CH:45]=2)[N:6]=1)([CH3:3])([CH3:4])[CH3:2]. Procedure: A solution of Intermediate 74j (104 mg, 0.11 mmol) in THF (0.5 mL) was treated with dimethylamine (2M in THF, 0.57 mL, 1.1 mmol) and the mixture was stirred at RT over the weekend. The mixture was evaporated in vacuo and the residue was partitioned between DCM and water. The aqueous layer was then extracted with DCM (2×). The combined organic layers were washed with brine, dried (Na2SO4), filtered and evaporated in vacuo. The residue was purified by FCC, using 0-7% [2M NH3 in MeOH] in DCM, to gi... Reactants: BrB(Br)Br, CO, COc1cc(Cl)cc(C(=O)N(C(C)C)C(C)C)c1, ClCCl. Yields the product CC(C)N(C(=O)c1cc(O)cc(Cl)c1)C(C)C. As a reaction SMILES: [B:19]([Br:20])([Br:21])[Br:22].[CH3:23][OH:24].[Cl:1][c:2]1[cH:3][c:4]([C:5](=[O:6])[N:7]([CH:8]([CH3:9])[CH3:10])[CH:11]([CH3:12])[CH3:13])[cH:14][c:15]([O:17][CH3:18])[cH:16]1.[Cl:25][CH2:26][Cl:27]>>[Cl:1][c:2]1[cH:3][c:4]([C:5](=[O:6])[N:7]([CH:8]([CH3:9])[CH3:10])[CH:11]([CH3:12])[CH3:13])[cH:14][c:15]([OH:17])[cH:16]1. Reactants: CI(NH3), C(C1=CC=CC=C1)[C@H]1N(C(OC1)=O)C([C@@H](C=C)CC1=CC=CC=C1)=O ((4R)-4-benzyl-3-[(2R)-2-benzylbut-3-enoyl]-1,3-oxazolidin-2-one), C(C=C)[Si](C)(C)C (allyltrimethylsilane), C(Cl)(Cl)Cl (CHCl3), C(Cl)(Cl)Cl (CHCl3). Reagents/catalysts: Cl[Ru]([P](C1CCCCC1)(C2CCCCC2)C3CCCCC3)(=CC4=CC=CC=C4)(Cl)=C5N(C6=C(C)C=C(C)C=C6C)CCN5C7=C(C)C=C(C)C=C7C (Grubbs' second generation). Solvent: C(Cl)Cl (DCM). The product is C(C1=CC=CC=C1)[C@H]1N(C(OC1)=O)C([C@@H](\C=C\C[Si](C)(C)C)CC1=CC=CC=C1)=O ((4R)-4-benzyl-3-[(2R,3E)-2-benzyl-5-(trimethylsilyl)pent-3-enoyl]-1,3-oxazolidin-2-one). RXN SMILES: [CH2:1]([C@@H:8]1[CH2:12][O:11][C:10](=[O:13])[N:9]1[C:14](=[O:25])[C@H:15]([CH2:18][C:19]1[CH:24]=[CH:23][CH:22]=[CH:21][CH:20]=1)[CH:16]=[CH2:17])[C:2]1[CH:7]=[CH:6][CH:5]=[CH:4][CH:3]=1.[CH2:26]([Si:29]([CH3:32])([CH3:31])[CH3:30])C=C.C(Cl)(Cl)Cl>C(Cl)Cl.Cl[Ru](=C1N(C2C(C)=CC(C)=CC=2C)CCN1C1C(C)=CC(C)=CC=1C)(Cl)(=CC1C=CC=CC=1)[P](C1CCCCC1)(C1CCCCC1)C1CCCCC1>[CH2:1]([C@@H:8]1[CH2:12][O:11][C:10](=[O:13])[N:9]1[C:14](=[O:25])[C@H:15]([CH2:18][C:19]1[CH:24]=[CH:23][CH:22]=[CH:21][CH:20]=1)/[CH:16]=[CH:17]/[CH2:26][Si:29]([CH3:32])([CH3:31])[CH3:30])[C:2]1[CH:3]=[CH:4][CH:5]=[CH:6][CH:7]=1 |^1:72|. Procedure: To a solution of (4R)-4-benzyl-3-[(2R)-2-benzylbut-3-enoyl]-1,3-oxazolidin-2-one (3.42 mmol, 1.10 g) and allyltrimethylsilane (10.26 mmol, 1.63 mL) in DCM (50 mL) at reflux was added 5 mol % of Grubbs' second generation catalyst (145 mg). After 68 hrs the solvent was removed in vacuo. The crude product was purified by column chromatography to yield a white solid. (1.37 g, 95%); 1H NMR (400 MHz, CDCl3): δ=7.0-7.32 (m, 10H), 5.62 (dt, J=8.1, 15.2, 1H), 5.29-5.36 (m, 1H), 4.82 (m, 1H), 4.61 (m, 1H)... Yields the product BrC=1N=C2C(=NC1Cl)NC=C2 (2-bromo-3-chloro-5H-pyrrolo[2,3-b]pyrazine). Reaction conditions: temperature 0 celsius, time 10 minute. Reported procedure: To a stirred solution of 5-bromo-6-chloro-3-trimethylsilanylethynyl-pyrazin-2-ylamine (2.0 g, 6.58 mmol) in THF (28 mL) was added a 1 M solution of KOtBu in THF (7.24 mL, 7.24 mmol) slowly at 0° C. under a nitrogen atmosphere. The reaction mixture was stirred at 0° C. for 10 min and then warmed to room temperature. After 2 h, the mixture was concentrated in vacuo and the residue obtained was suspended in water (7.5 mL) and saturated aqueous NaHCO3 (7.5 mL) and stirred overnight at room temperatu... The yield is 107.2%. Reactants: BrC=1N=C(C(=NC1Cl)N)C#C[Si](C)(C)C (5-bromo-6-chloro-3-trimethylsilanylethynyl-pyrazin-2-ylamine), solution, CC(C)(C)[O-].[K+] (KOtBu), C(=O)(O)[O-].[Na+] (NaHCO3). Run in C1CCOC1 (THF), C1CCOC1 (THF), O (water). Reaction SMILES: [Br:1][C:2]1[N:3]=[C:4]([C:10]#[C:11][Si](C)(C)C)[C:5]([NH2:9])=[N:6][C:7]=1[Cl:8].CC([O-])(C)C.[K+].C([O-])(O)=O.[Na+]>C1COCC1.O>[Br:1][C:2]1[N:3]=[C:4]2[CH:10]=[CH:11][NH:9][C:5]2=[N:6][C:7]=1[Cl:8] |f:1.2,3.4|. Starting materials: ClC=1C2=C(N=CN1)CSC2C (4-chloro-5-methyl-5,7-dihydrothieno[3,4-d]pyrimidine), C(=O)(OC(C)(C)C)N1CCNCC1 (1-Boc-piperazine). Run in CN1CCCC1=O (NMP), C(C)(=O)OCC (ethyl acetate). Yields the product CC1SCC=2N=CN=C(C21)N2CCN(CC2)C(=O)OC(C)(C)C (tert-butyl 4-(5-methyl-5,7-dihydrothieno[3,4-d]pyrimidin-4-yl)piperazine-1-carboxylate). The yield is 70.8%. As a reaction SMILES: Cl[C:2]1[C:3]2[CH:10]([CH3:11])[S:9][CH2:8][C:4]=2[N:5]=[CH:6][N:7]=1.[C:12]([N:19]1[CH2:24][CH2:23][NH:22][CH2:21][CH2:20]1)([O:14][C:15]([CH3:18])([CH3:17])[CH3:16])=[O:13]>CN1C(=O)CCC1.C(OCC)(=O)C>[CH3:11][CH:10]1[C:3]2[C:2]([N:22]3[CH2:21][CH2:20][N:19]([C:12]([O:14][C:15]([CH3:18])([CH3:17])[CH3:16])=[O:13])[CH2:24][CH2:23]3)=[N:7][CH:6]=[N:5][C:4]=2[CH2:8][S:9]1. Procedure details: A solution of 4-chloro-5-methyl-5,7-dihydrothieno[3,4-d]pyrimidine (4 g, 21 mmol) and 1-Boc-piperazine (8.5 g, 46 mmol) in NMP (20 mL) was heated to 120° C. overnight. After cooling, the mixture was diluted with ethyl acetate (500 mL) and washed with water (6×300 mL). The organic phase was dried and concentrated. The residue was purified by silica gel chromatography, eluting with Hexane/ethyl acetate (2:1) to provide tert-butyl 4-(5-methyl-5,7-dihydrothieno[3,4-d]pyrimidin-4-yl)piperazine-1-carb...